This data is from the Open Reaction Database (ORD), a public repository of structured organic reaction records. The task is: describe an organic reaction: reactants, conditions, products, and yield Reported procedure: React 7.2 mmol of the product of Example 20 with benzylamine using the general procedure set forth in Example 8, and purify by silica gel chromatography using ethyl acetate/hexane as eluant to yield the title compound. Yields the product C(C1=CC=CC=C1)N1C(C(C2(SCCCS2)C(C1=O)(F)F)(F)F)=O (9-Benzyl-7,7,11,11-tetrafluoro-1,5-dithia-9-azaspiro[5.5]undecane-8,10-dione). Reactants: S1C(SCCC1)(C(C(=O)OCC)(F)F)C(C(=O)OCC)(F)F (Diethyl 2,2′-(1,3-dithiane-2,2-diyl)bis(2,2-difluoroacetate)), C(C1=CC=CC=C1)N (benzylamine). As a reaction SMILES: [S:1]1[CH2:6][CH2:5][CH2:4][S:3][C:2]1([C:15]([F:22])([F:21])[C:16]([O:18]CC)=O)[C:7]([F:14])([F:13])[C:8]([O:10]CC)=O.[CH2:23]([NH2:30])[C:24]1[CH:29]=[CH:28][CH:27]=[CH:26][CH:25]=1>>[CH2:23]([N:30]1[C:8](=[O:10])[C:7]([F:13])([F:14])[C:2]2([S:1][CH2:6][CH2:5][CH2:4][S:3]2)[C:15]([F:21])([F:22])[C:16]1=[O:18])[C:24]1[CH:29]=[CH:28][CH:27]=[CH:26][CH:25]=1. Reactants: C(CCC)[Li] (n-butyl lithium), C1(=CC=CC=C1)CC1=CC=CC=C1 (diphenylmethane), FC(C=1C=C(C=C(C1)C(F)(F)F)COCC#N)(F)F (((3,5-bis(trifluoromethyl)phenyl)methyloxy)acetonitrile), 0.5h, [Li]C(C1=CC=CC=C1)C1=CC=CC=C1 (lithio diphenylmethane), Cl (hydrochloric acid). The solvent is CCCCCC (hexane), C(C)OCC (diethyl ether), C(C)(=O)OCC (ethyl acetate). Yields the product C1(=CC=CC=C1)C(C(C)=O)C1=CC=CC=C1 (3,3-diphenyl acetone). RXN SMILES: FC(F)(F)C1C=[C:5]([CH2:13][O:14]CC#N)C=C(C(F)(F)F)C=1.[Li][CH:21]([C:28]1[CH:33]=[CH:32][CH:31]=[CH:30][CH:29]=1)[C:22]1[CH:27]=[CH:26][CH:25]=[CH:24][CH:23]=1.C([Li])CCC.C1(CC2C=CC=CC=2)C=CC=CC=1.Cl>CCCCCC.C(OCC)C.C(OCC)(=O)C>[C:22]1([CH:21]([C:28]2[CH:33]=[CH:32][CH:31]=[CH:30][CH:29]=2)[C:13](=[O:14])[CH3:5])[CH:27]=[CH:26][CH:25]=[CH:24][CH:23]=1. Procedure: To a cooled (-80° C.) solution of ((3,5-bis(trifluoromethyl)phenyl)methyloxy)acetonitrile (0.51 g; Example 1a, Method B(i) was added 0.42M lithio diphenylmethane (10 ml; prepared by addition of 2.5M n-butyl lithium in hexane (10 ml) to a cooled (-80° C.) solution of diphenylmethane (4.2 g) in diethyl ether (5 ml), followed by warming to room temperature for 3 hours). The solution was warmed to room temperature for 0.5h and then 1M-hydrochloric acid (10 ml) and ethyl acetate were added and the or... The product is Nc1n[nH]c2ccc(NC(=O)NCc3cccc(O)c3)cc12. Reaction SMILES: [B:24]([Br:25])([Br:26])[Br:27].[Cl:28][CH2:29][Cl:30].[NH2:1][c:2]1[n:3][nH:4][c:5]2[cH:6][cH:7][c:8]([NH:11][C:12](=[O:13])[NH:14][CH2:15][c:16]3[cH:17][c:18]([O:22][CH3:23])[cH:19][cH:20][cH:21]3)[cH:9][c:10]12>>[NH2:1][c:2]1[n:3][nH:4][c:5]2[cH:6][cH:7][c:8]([NH:11][C:12](=[O:13])[NH:14][CH2:15][c:16]3[cH:17][c:18]([OH:22])[cH:19][cH:20][cH:21]3)[cH:9][c:10]12. Starting materials: BrB(Br)Br, ClCCl, COc1cccc(CNC(=O)Nc2ccc3[nH]nc(N)c3c2)c1. The reactants are CC=1C=C(C=CC1C)C(CCCN1CCC(CC1)C=1C=C(C=CC1)NC(C(C)C)=O)=O (N-(3-{1-[4-(3,4-dimethylphenyl)-4-oxobutyl]-4-piperidinyl}phenyl)-2-methylpropanamide), CI (methyl iodide). The product is CC=1C=C(C=CC1C)C(CCCN1CCC(CC1)C=1C=C(C=CC1)N(C(C(C)C)=O)C)=O (N-(3-{1-[4-(3,4-DIMETHYLPHENYL)-4-OXOBUTYL)-4-PIPERIDINYL}PHENYL)-N,2-DIMETHYLPROPANAMIDE). RXN SMILES: [CH3:1][C:2]1[CH:3]=[C:4]([C:9](=[O:31])[CH2:10][CH2:11][CH2:12][N:13]2[CH2:18][CH2:17][CH:16]([C:19]3[CH:20]=[C:21]([NH:25][C:26](=[O:30])[CH:27]([CH3:29])[CH3:28])[CH:22]=[CH:23][CH:24]=3)[CH2:15][CH2:14]2)[CH:5]=[CH:6][C:7]=1[CH3:8].[CH3:32]I>>[CH3:1][C:2]1[CH:3]=[C:4]([C:9](=[O:31])[CH2:10][CH2:11][CH2:12][N:13]2[CH2:14][CH2:15][CH:16]([C:19]3[CH:20]=[C:21]([N:25]([CH3:32])[C:26](=[O:30])[CH:27]([CH3:29])[CH3:28])[CH:22]=[CH:23][CH:24]=3)[CH2:17][CH2:18]2)[CH:5]=[CH:6][C:7]=1[CH3:8]. Procedure details: Prepared by Procedure T and Scheme AD using N-(3-{1-[4-(3,4-dimethylphenyl)-4-oxobutyl]-4-piperidinyl}phenyl)-2-methylpropanamide and methyl iodide: 1H NMR (400 MHz, CDCl3) δ 7.76 (s, 1H), 7.72 (dd, 1H, J=1.8, 7.7 Hz), 7.33 (t, 1H, J=8.8 Hz), 7.22 (d, 1H, J=7.8 Hz), 7.18 (d, 1H, J=8.8 Hz), 7.01 (m, 2H), 3.24 (s, 3H), 3.10 (d, 1H, J=10.6 Hz), 3.00 (t, 1H, J=7.6 Hz), 2.49 (m, 4H), 2.33 (s, 6H), 2.11 (m, 3H), 1.99 (m, 1H), 1.79 (m, 4H), 1.26 (t, 2H, J=7.6 Hz), 1.02 (d, 6H, J=7.6 Hz); ESMS m/e: 435.... Starting materials: O=C([O-])[O-], COc1cc2ccccc2c(OC)c1Br, CCOC(C)=O, COCCOC, [K+], [K+], O, [Pd], c1ccc(P(c2ccccc2)c2ccccc2)cc1, c1ccc(P(c2ccccc2)c2ccccc2)cc1, c1ccc(P(c2ccccc2)c2ccccc2)cc1, c1ccc(P(c2ccccc2)c2ccccc2)cc1, OB(O)c1cccnc1. The product is COc1cc2ccccc2c(OC)c1-c1cccnc1. RXN SMILES: [C:31](=[O:32])([O-:33])[O-:34].[CH3:10][O:11][c:12]1[c:13]([Br:24])[c:14]([O:22][CH3:23])[cH:15][c:16]2[cH:17][cH:18][cH:19][cH:20][c:21]12.[CH3:114][CH2:115][O:116][C:117](=[O:118])[CH3:119].[CH3:25][O:26][CH2:27][CH2:28][O:29][CH3:30].[K+:35].[K+:36].[OH2:120].[Pd:37].[c:38]1([P:39]([c:40]2[cH:41][cH:42][cH:43][cH:44][cH:45]2)[c:46]2[cH:47][cH:48][cH:49][cH:50][cH:51]2)[cH:52][cH:53][cH:54][cH:55][cH:56]1.[c:57]1([P:58]([c:59]2[cH:60][cH:61][cH:62][cH:63][cH:64]2)[c:65]2[cH:66][cH:67][cH:68][cH:69][cH:70]2)[cH:71][cH:72][cH:73][cH:74][cH:75]1.[c:76]1([P:77]([c:78]2[cH:79][cH:80][cH:81][cH:82][cH:83]2)[c:84]2[cH:85][cH:86][cH:87][cH:88][cH:89]2)[cH:90][cH:91][cH:92][cH:93][cH:94]1.[c:95]1([P:96]([c:97]2[cH:98][cH:99][cH:100][cH:101][cH:102]2)[c:103]2[cH:104][cH:105][cH:106][cH:107][cH:108]2)[cH:109][cH:110][cH:111][cH:112][cH:113]1.[n:1]1[cH:2][c:3]([B:7]([OH:8])[OH:9])[cH:4][cH:5][cH:6]1>>[n:1]1[cH:2][c:3](-[c:13]2[c:12]([O:11][CH3:10])[c:21]3[c:16]([cH:15][c:14]2[O:22][CH3:23])[cH:17][cH:18][cH:19][cH:20]3)[cH:4][cH:5][cH:6]1. Starting materials: ClC1=NC=CC(=N1)NC1=NNC(=C1)C1CC1 (2-chloro-N-(5-cyclopropyl-1H-pyrazol-3-yl)pyrimidin-4-amine), COC1=CC=C(CN2C=NC3=C2C=NC(=C3)C(C)N)C=C1 (1-(3-(4-methoxybenzyl)-3H-imidazo[4,5-c]pyridin-6-yl)ethanamine), CCN(C(C)C)C(C)C (DIPEA). Run in CC(C)C(C(C)C)O (2,4-dimethylpentan-3-ol). Reaction conditions: temperature 120 celsius. Product: C1(CC1)C1=CC(=NN1)NC1=NC(=NC=C1)NC(C)C1=CC2=C(C=N1)N(C=N2)CC2=CC=C(C=C2)OC (N4-(5-cyclopropyl-1H-pyrazol-3-yl)-N2-(1-(3-(4-methoxybenzyl)-3H-imidazo[4,5-c]pyridin-6-yl)ethyl)pyrimidine-2,4-diamine). Yield: 39.5%. Reaction SMILES: Cl[C:2]1[N:7]=[C:6]([NH:8][C:9]2[CH:13]=[C:12]([CH:14]3[CH2:16][CH2:15]3)[NH:11][N:10]=2)[CH:5]=[CH:4][N:3]=1.[CH3:17][O:18][C:19]1[CH:37]=[CH:36][C:22]([CH2:23][N:24]2[C:28]3[CH:29]=[N:30][C:31]([CH:33]([NH2:35])[CH3:34])=[CH:32][C:27]=3[N:26]=[CH:25]2)=[CH:21][CH:20]=1.CCN(C(C)C)C(C)C>CC(C(O)C(C)C)C>[CH:14]1([C:12]2[NH:11][N:10]=[C:9]([NH:8][C:6]3[CH:5]=[CH:4][N:3]=[C:2]([NH:35][CH:33]([C:31]4[N:30]=[CH:29][C:28]5[N:24]([CH2:23][C:22]6[CH:36]=[CH:37][C:19]([O:18][CH3:17])=[CH:20][CH:21]=6)[CH:25]=[N:26][C:27]=5[CH:32]=4)[CH3:34])[N:7]=3)[CH:13]=2)[CH2:16][CH2:15]1. Procedure: A mixture of 2-chloro-N-(5-cyclopropyl-1H-pyrazol-3-yl)pyrimidin-4-amine (167 mg, 0.71 mmol), 1-(3-(4-methoxybenzyl)-3H-imidazo[4,5-c]pyridin-6-yl)ethanamine (200 mg, 0.71 mmol), DIPEA (275 mg, 2.31 mmol) in 2,4-dimethylpentan-3-ol (3.0 mL) in a sealed tube was heated at 120° C. overnight. The reaction mixture was concentrated under reduced pressure and the residue purified by SiO2 chromatography eluting with DCM/MeOH (15:1) to 135 mg (61%) to afford 135 mg (56%) of N4-(5-cyclopropyl-1H-pyrazol-... The reactants are C(#N)C1=C(C=C(C=C1)B(O)O)F ((4-cyano-3-fluorophenyl)boronic acid), ClC1=CC(=NC(=N1)N)NC1=CC=CC=C1 (6-chloro-N4-phenyl-2,4-pyrimidinediamine), O1CCOCC1 (1,4-dioxane), C(=O)(O)[O-].[Na+] (NaHCO3). The reagents and catalysts are C=1C=CC(=CC1)[P](C=2C=CC=CC2)(C=3C=CC=CC3)[Pd]([P](C=4C=CC=CC4)(C=5C=CC=CC5)C=6C=CC=CC6)([P](C=7C=CC=CC7)(C=8C=CC=CC8)C=9C=CC=CC9)[P](C=1C=CC=CC1)(C=1C=CC=CC1)C=1C=CC=CC1 (Pd(Ph3P)4). Run in O (water). Conditions: temperature 100 celsius, time 8 hour. Product: NC1=NC(=CC(=N1)C1=CC(=C(C#N)C=C1)F)NC1=CC=CC=C1 (4-[2-Amino-6-(phenylamino)-4-pyrimidinyl]-2-fluorobenzonitrile). The yield is 99.9%. RXN SMILES: [C:1]([C:3]1[CH:8]=[CH:7][C:6](B(O)O)=[CH:5][C:4]=1[F:12])#[N:2].Cl[C:14]1[N:19]=[C:18]([NH2:20])[N:17]=[C:16]([NH:21][C:22]2[CH:27]=[CH:26][CH:25]=[CH:24][CH:23]=2)[CH:15]=1.O1CCOCC1.C([O-])(O)=O.[Na+]>C1C=CC([P]([Pd]([P](C2C=CC=CC=2)(C2C=CC=CC=2)C2C=CC=CC=2)([P](C2C=CC=CC=2)(C2C=CC=CC=2)C2C=CC=CC=2)[P](C2C=CC=CC=2)(C2C=CC=CC=2)C2C=CC=CC=2)(C2C=CC=CC=2)C2C=CC=CC=2)=CC=1.O>[NH2:20][C:18]1[N:19]=[C:14]([C:6]2[CH:7]=[CH:8][C:3]([C:1]#[N:2])=[C:4]([F:12])[CH:5]=2)[CH:15]=[C:16]([NH:21][C:22]2[CH:27]=[CH:26][CH:25]=[CH:24][CH:23]=2)[N:17]=1 |f:3.4,^1:42,44,63,82|. Procedure details: To (4-cyano-3-fluorophenyl)boronic acid (197 mg, 1.20 mmol) and 6-chloro-N4-phenyl-2,4-pyrimidinediamine (330 mg, 1.50 mmol) in a sealable flask were added 1,4-dioxane (6 mL) and saturated aqueous NaHCO3 (3 mL). The mixture was degassed with nitrogen gas for 10 minutes. Pd(Ph3P)4 (86 mg, 0.075 mmol) was added and the reaction mixture was stirred overnight at 100° C. The mixture was poured onto EtOAc and water. The organic layer was separated and the aqueous layer was further extracted with EtOAc...